This data is from the Open Reaction Database (ORD), a public repository of structured organic reaction records. The task is: describe an organic reaction: reactants, conditions, products, and yield Starting materials: C1(CCCCC1)N(C1=NC=C(C(=O)NCCC(=O)OC)C=C1)CC1=C(C=C(C=C1)N1N=CC(=C1)C(F)(F)F)C (methyl 3-(6-(cyclohexyl(2-methyl-4-(4-(trifluoromethyl)-1H-pyrazol-1-yl)phenyl)methylamino)nicotinamido)propanoate), C(=O)=O.CC(C)O (CO2 2-propanol). Product: C1(CCCCC1)N(C1=NC=C(C(=O)NCCC(=O)O)C=C1)CC1=C(C=C(C=C1)N1N=CC(=C1)C(F)(F)F)C (3-(6-(cyclohexyl(2-methyl-4-(4-(trifluoromethyl)-1H-pyrazol-1-yl)phenyl)methylamino)nicotinamido)propanoic acid). As a reaction SMILES: [CH:1]1([N:7]([CH2:23][C:24]2[CH:29]=[CH:28][C:27]([N:30]3[CH:34]=[C:33]([C:35]([F:38])([F:37])[F:36])[CH:32]=[N:31]3)=[CH:26][C:25]=2[CH3:39])[C:8]2[CH:22]=[CH:21][C:11]([C:12]([NH:14][CH2:15][CH2:16][C:17]([O:19]C)=[O:18])=[O:13])=[CH:10][N:9]=2)[CH2:6][CH2:5][CH2:4][CH2:3][CH2:2]1.C(=O)=O.CC(O)C>>[CH:1]1([N:7]([CH2:23][C:24]2[CH:29]=[CH:28][C:27]([N:30]3[CH:34]=[C:33]([C:35]([F:36])([F:37])[F:38])[CH:32]=[N:31]3)=[CH:26][C:25]=2[CH3:39])[C:8]2[CH:22]=[CH:21][C:11]([C:12]([NH:14][CH2:15][CH2:16][C:17]([OH:19])=[O:18])=[O:13])=[CH:10][N:9]=2)[CH2:6][CH2:5][CH2:4][CH2:3][CH2:2]1 |f:1.2|. Reported procedure: The title compound was prepared by a method analogous to that described in Step D of Example 82, using Isomer 1 of methyl 3-(6-(cyclohexyl(2-methyl-4-(4-(trifluoromethyl)-1H-pyrazol-1-yl)phenyl)methylamino)nicotinamido)propanoate. 1H NMR (400 MHz, CD3OD, δ): 8.68 (s, 1H), 8.41 (d, 1H), 7.95 (s, 1H), 7.72-7.75 (m, 1H), 7.54-7.57 (m, 2H), 7.45 (d, 1H), 6.49 (d, 1H), 5.08 (d, 1H), 3.55 (t, 2H), 2.56-2.60 (m, 5H), 2.08 (m, 1H), 1.68-1.79 (m, 4H), 1.40-1.50 (m, 1H), 1.00-1.35 (m, 5H). MS (M+1) 530.1.... Starting materials: ice water, COC=1C=CC2=C(SC(=C2)C2=CC=C(C=C2)OC)C1 (6-methoxy-2-(4-methoxyphenyl)-benzo[b]thiophene), IC1=CC=C(C(=O)Cl)C=C1 (ρ-iodobenzoyl chloride), [Cl-].[Cl-].[Cl-].[Al+3] (aluminum trichloride). The solvent is C(Cl)Cl (methylene chloride). Conditions: time 3 hour. Yields the product IC1=CC=C(C=C1)C(=O)C=1C2=C(SC1C1=CC=C(C=C1)OC)C=C(C=C2)OC ((4-Iodo-phenyl)-[6-methoxy-2-(4-methoxy-phenyl)-benzo[b]thiophen-3-yl]-methanone). As a reaction SMILES: [CH3:1][O:2][C:3]1[CH:4]=[CH:5][C:6]2[CH:10]=[C:9]([C:11]3[CH:16]=[CH:15][C:14]([O:17][CH3:18])=[CH:13][CH:12]=3)[S:8][C:7]=2[CH:19]=1.[I:20][C:21]1[CH:29]=[CH:28][C:24]([C:25](Cl)=[O:26])=[CH:23][CH:22]=1.[Cl-].[Cl-].[Cl-].[Al+3]>C(Cl)Cl>[I:20][C:21]1[CH:29]=[CH:28][C:24]([C:25]([C:10]2[C:6]3[CH:5]=[CH:4][C:3]([O:2][CH3:1])=[CH:19][C:7]=3[S:8][C:9]=2[C:11]2[CH:12]=[CH:13][C:14]([O:17][CH3:18])=[CH:15][CH:16]=2)=[O:26])=[CH:23][CH:22]=1 |f:2.3.4.5|. Reported procedure: To a suspension of 6-methoxy-2-(4-methoxyphenyl)-benzo[b]thiophene 25 (3 g, 11.1 mmol), and ρ-iodobenzoyl chloride in 65 mL of methylene chloride was added aluminum trichloride (2.1 g) in three portions and the reaction was stirred 3 hours. It was then poured into ice-water and extracted with methylene chloride. The combined organic layers was washed with brine and dried over anhydrous magnesium sulfate. After filtration, concentration and silica gel column chromatography with 3% ethyl acetate-h... Starting materials: CC(=O)n1ncc2cc(Br)c(F)cc21, CCO, CCOC(C)=O, Cl, [Na+], [OH-]. The product is Fc1cc2[nH]ncc2cc1Br. Reaction SMILES: [Br:1][c:2]1[cH:3][c:4]2[cH:5][n:6][n:7]([C:12](=[O:13])[CH3:14])[c:8]2[cH:9][c:10]1[F:11].[CH3:17][CH2:18][OH:19].[CH3:21][CH2:22][O:23][C:24](=[O:25])[CH3:26].[ClH:20].[Na+:16].[OH-:15]>>[Br:1][c:2]1[cH:3][c:4]2[cH:5][n:6][nH:7][c:8]2[cH:9][c:10]1[F:11]. Starting materials: [H-].[Al+3].[Li+].[H-].[H-].[H-] (lithium aluminum hydride), C(C)OC(=O)C=1N=C(SC1)CN(C)C (ethyl2-dimethylaminomethylthiazole-4-carboxylate). The solvent is ice. Reaction conditions: temperature 7.5 celsius, time 90 minute. The product is CN(C)CC=1SC=C(N1)CO (2-dimethylaminomethyl-4-hydroxymethylthiazole). Yield: 61.4%. RXN SMILES: [H-].[Al+3].[Li+].[H-].[H-].[H-].C([O:9][C:10]([C:12]1[N:13]=[C:14]([CH2:17][N:18]([CH3:20])[CH3:19])[S:15][CH:16]=1)=O)C>>[CH3:20][N:18]([CH2:17][C:14]1[S:15][CH:16]=[C:12]([CH2:10][OH:9])[N:13]=1)[CH3:19] |f:0.1.2.3.4.5|. Procedure: To a mixture of lithium aluminum hydride (4.5 g, 119 mmol) in ice cold tetrahydrofuran (100 mL) was added ethyl2-dimethylaminomethylthiazole-4-carboxylate (8.5 g, 39.7 mmol in 40 mL of tetrahydrofuran) dropwise over 40 min maintaining an internal temperature of 5-10° C. The mixture was stirred at this temperature range for 90 min. The reaction was carefully quenched with saturated aqueous ammonium chloride (30 mL). The resulting gray slurry was stirred 15 min and filtered through celite. The pad... The reactants are CO, CC(C)(C)OC(=O)NCC1CCCN1C(=O)c1ccc(C(=O)NC(CCS(C)(=O)=O)c2nc3cc(Cl)ccc3[nH]2)cc1Cl, ClCCl, Cl, N, O=C(O)C(F)(F)F. Yields the product CS(=O)(=O)CCC(NC(=O)c1ccc(C(=O)N2CCCC2CN)c(Cl)c1)c1nc2cc(Cl)ccc2[nH]1. As a reaction SMILES: [CH3:52][OH:53].[Cl:1][c:2]1[cH:3][c:4]2[c:5]([nH:6][c:7]([CH:9]([CH2:10][CH2:11][S:12](=[O:13])(=[O:14])[CH3:15])[NH:16][C:17]([c:18]3[cH:19][c:20]([Cl:40])[c:21]([C:24](=[O:25])[N:26]4[CH:27]([CH2:31][NH:32][C:33]([O:34][C:35]([CH3:36])([CH3:37])[CH3:38])=[O:39])[CH2:28][CH2:29][CH2:30]4)[cH:22][cH:23]3)=[O:41])[n:8]2)[cH:42][cH:43]1.[Cl:54][CH2:55][Cl:56].[Cl:57].[NH3:51].[OH:44][C:45]([C:46]([F:47])([F:48])[F:49])=[O:50]>>[Cl:1][c:2]1[cH:3][c:4]2[c:5]([nH:6][c:7]([CH:9]([CH2:10][CH2:11][S:12](=[O:13])(=[O:14])[CH3:15])[NH:16][C:17]([c:18]3[cH:19][c:20]([Cl:40])[c:21]([C:24](=[O:25])[N:26]4[CH:27]([CH2:31][NH2:32])[CH2:28][CH2:29][CH2:30]4)[cH:22][cH:23]3)=[O:41])[n:8]2)[cH:42][cH:43]1. The reactants are C(C=C)[C@@]1(C(N([C@@H]([C@H](C1)C1=CC(=CC=C1)Cl)C1=CC=C(C=C1)Cl)[C@H](C=O)CC)=O)C ((S)-2-((3S,5R,6S)-3-Allyl-5-(3-chlorophenyl)-6-(4-chlorophenyl)-3-methyl-2-oxopiperidin-1-yl)butanal), C(C)[Mg]Br (ethylmagnesium bromide). Yields the product C(C=C)[C@@]1(C(N([C@@H]([C@H](C1)C1=CC(=CC=C1)Cl)C1=CC=C(C=C1)Cl)[C@@H](CC)C(CC)O)=O)C ((3S,5R,6S)-3-Allyl-5-(3-chlorophenyl)-6-(4-chlorophenyl)-1-((S)-4-hydroxyhexan-3-yl)-3-methylpiperidin-2-one). Reaction SMILES: [CH2:1]([C@@:4]1([CH3:30])[CH2:9][C@H:8]([C:10]2[CH:15]=[CH:14][CH:13]=[C:12]([Cl:16])[CH:11]=2)[C@@H:7]([C:17]2[CH:22]=[CH:21][C:20]([Cl:23])=[CH:19][CH:18]=2)[N:6]([C@@H:24]([CH2:27][CH3:28])[CH:25]=[O:26])[C:5]1=[O:29])[CH:2]=[CH2:3].[CH2:31]([Mg]Br)[CH3:32]>>[CH2:1]([C@@:4]1([CH3:30])[CH2:9][C@H:8]([C:10]2[CH:15]=[CH:14][CH:13]=[C:12]([Cl:16])[CH:11]=2)[C@@H:7]([C:17]2[CH:18]=[CH:19][C:20]([Cl:23])=[CH:21][CH:22]=2)[N:6]([C@H:24]([CH:25]([OH:26])[CH2:31][CH3:32])[CH2:27][CH3:28])[C:5]1=[O:29])[CH:2]=[CH2:3]. Procedure details: The title compound was prepared from (S)-2-((3S,5R,6S)-3-allyl-5-(3-chlorophenyl)-6-(4-chlorophenyl)-3-methyl-2-oxopiperidin-1-yl)butanal (Example 91, Step C) and ethylmagnesium bromide as described in Example 149, Step A. The crude material was used in the next step without further purification